Dataset: the Open Reaction Database (ORD), a public repository of structured organic reaction records. Task: describe an organic reaction: reactants, conditions, products, and yield Reactants: C1CCOC1, COC(=O)c1ccc(-c2nc3cc(Cl)c(Cl)cc3[nH]2)cc1, [Na+], [OH-]. Yields the product O=C(O)c1ccc(-c2nc3cc(Cl)c(Cl)cc3[nH]2)cc1. RXN SMILES: [CH2:24]1[O:25][CH2:26][CH2:27][CH2:28]1.[Cl:1][c:2]1[cH:3][c:4]2[c:5]([n:6][c:7](-[c:9]3[cH:10][cH:11][c:12]([C:15](=[O:16])[O:17][CH3:18])[cH:13][cH:14]3)[nH:8]2)[cH:19][c:20]1[Cl:21].[Na+:23].[OH-:22]>>[Cl:1][c:2]1[cH:3][c:4]2[c:5]([nH:6][c:7](-[c:9]3[cH:10][cH:11][c:12]([C:15](=[O:16])[OH:17])[cH:13][cH:14]3)[n:8]2)[cH:19][c:20]1[Cl:21]. Starting materials: ClCCCl, COC(=O)C(N)CCSC, CN1CCOCC1, CN(C)c1ccncc1, ClCCl, Cl, O=C(O)c1cc(C=C(Cn2ccnc2)c2ccc(F)cc2)ccc1CCc1ccc(F)cc1, On1nnc2ccccc21. Product: COC(=O)C(CCSC)NC(=O)c1cc(C=C(Cn2ccnc2)c2ccc(F)cc2)ccc1CCc1ccc(F)cc1. RXN SMILES: [CH2:34]([Cl:35])[CH2:36][Cl:37].[CH3:49][O:50][C:51]([CH:52]([NH2:53])[CH2:54][CH2:55][S:56][CH3:57])=[O:58].[CH3:59][N:60]1[CH2:61][CH2:62][O:63][CH2:64][CH2:65]1.[CH3:66][N:67]([c:68]1[cH:69][cH:70][n:71][cH:72][cH:73]1)[CH3:74].[Cl:75][CH2:76][Cl:77].[ClH:48].[F:1][c:2]1[cH:3][cH:4][c:5]([CH2:8][CH2:9][c:10]2[c:11]([C:12](=[O:13])[OH:14])[cH:15][c:16]([CH:19]=[C:20]([CH2:21][n:22]3[cH:23][n:24][cH:25][cH:26]3)[c:27]3[cH:28][cH:29][c:30]([F:33])[cH:31][cH:32]3)[cH:17][cH:18]2)[cH:6][cH:7]1.[OH:38][n:39]1[c:40]2[c:41]([cH:42][cH:43][cH:44][cH:45]2)[n:46][n:47]1>>[F:1][c:2]1[cH:3][cH:4][c:5]([CH2:8][CH2:9][c:10]2[c:11]([C:12](=[O:13])[NH:53][CH:52]([C:51]([O:50][CH3:49])=[O:58])[CH2:54][CH2:55][S:56][CH3:57])[cH:15][c:16]([CH:19]=[C:20]([CH2:21][n:22]3[cH:23][n:24][cH:25][cH:26]3)[c:27]3[cH:28][cH:29][c:30]([F:33])[cH:31][cH:32]3)[cH:17][cH:18]2)[cH:6][cH:7]1. Procedure details: A solution of 3-chloro-5-fluoro-4-iodo-pyridine (2.18 g, 8.468 mmol), 1-methylpiperazine (1.272 g, 1.409 mL, 12.70 mmol) and DIPEA (2.189 g, 2.950 mL, 16.94 mmol) in MeCN (13.08 mL) was heated at 130° C. in the microwave for 300 min. The reaction mixture was concentrated in vacuo and purified by column chromatography on silica eluting with 0-10% MeOH/DCM. Product fractions were combined and concentrated in vacuo to leave 1-(3-chloro-5-fluoropyridin-4-yl)-4-methylpiperazine as a yellow/brown oil.... The product is ClC=1C=NC=C(C1N1CCN(CC1)C)F (1-(3-chloro-5-fluoropyridin-4-yl)-4-methylpiperazine). Starting materials: ClC=1C=NC=C(C1I)F (3-chloro-5-fluoro-4-iodo-pyridine), CN1CCNCC1 (1-methylpiperazine), CCN(C(C)C)C(C)C (DIPEA). Solvent: CC#N (MeCN). As a reaction SMILES: [Cl:1][C:2]1[CH:3]=[N:4][CH:5]=[C:6]([F:9])[C:7]=1I.[CH3:10][N:11]1[CH2:16][CH2:15][NH:14][CH2:13][CH2:12]1.CCN(C(C)C)C(C)C>CC#N>[Cl:1][C:2]1[CH:3]=[N:4][CH:5]=[C:6]([F:9])[C:7]=1[N:14]1[CH2:15][CH2:16][N:11]([CH3:10])[CH2:12][CH2:13]1. The reactants are [F-].[Cs+] (Cesium fluoride), ClC1=C(C(=O)OC)C=CC=C1[N+](=O)[O-] (Methyl 2-chloro-3-nitrobenzoate). Run in CN(C=O)C (N,N-dimethylformamide). Reaction conditions: temperature 110 celsius, time 1 hour. Yields the product FC1=C(C(=O)OC)C=CC=C1[N+](=O)[O-] (methyl 2-fluoro-3-nitrobenzoate). Isolated yield 75.8%. Reaction SMILES: [F-:1].[Cs+].Cl[C:4]1[C:13]([N+:14]([O-:16])=[O:15])=[CH:12][CH:11]=[CH:10][C:5]=1[C:6]([O:8][CH3:9])=[O:7]>CN(C)C=O>[F:1][C:4]1[C:13]([N+:14]([O-:16])=[O:15])=[CH:12][CH:11]=[CH:10][C:5]=1[C:6]([O:8][CH3:9])=[O:7] |f:0.1|. Procedure details: Cesium fluoride (499.02 g, 3.19 mol) was added into a flask equipped with a stirrer under a nitrogen gas stream, and was agitated for one hour at 110° C. Methyl 2-chloro-3-nitrobenzoate (229.00 g, 1.06 mol) and N,N-dimethylformamide (2000 ml) were added thereto, and the reaction mixture was agitated for one hour at 140° C. The reaction mixture was naturally cooled to room temperature, and then was filtered, and the filtrate was concentrated under reduced pressure. The concentration residue was p... Reactants: C(C)(C)(C)C1=NN=C2N1CCC(C2)C(=O)OC (methyl 3-tert-butyl-5,6,7,8-tetrahydro[1,2,4]triazolo[4,3-a]pyridine-7-carboxylate), FC1=CC=C(C(N)=NO)C=C1 (4-fluorobenzamidoxime), solution, CC(C)([O-])C.[K+] (potassium t-butoxide), C([O-])(O)=O.[Na+] (sodium bicarbonate). Solvent: O1CCCC1 (tetrahydrofuran), C(C)(=O)OCC (ethyl acetate). Product: C(C)(C)(C)C1=NN=C2N1CCC(C2)C2=NC(=NO2)C2=CC=C(C=C2)F (3-tert-butyl-7-[3-(4-fluorophenyl)-1,2,4-oxadiazol-5-yl]-5,6,7,8-tetrahydro[1,2,4]triazolo[4,3-a]pyridine). The yield is 50.4%. As a reaction SMILES: [F:1][C:2]1[CH:11]=[CH:10][C:5]([C:6](=[N:8][OH:9])[NH2:7])=[CH:4][CH:3]=1.CC(C)([O-])C.[K+].[C:18]([C:22]1[N:26]2[CH2:27][CH2:28][CH:29]([C:31](OC)=O)[CH2:30][C:25]2=[N:24][N:23]=1)([CH3:21])([CH3:20])[CH3:19].C(=O)(O)[O-].[Na+]>O1CCCC1.C(OCC)(=O)C>[C:18]([C:22]1[N:26]2[CH2:27][CH2:28][CH:29]([C:31]3[O:9][N:8]=[C:6]([C:5]4[CH:10]=[CH:11][C:2]([F:1])=[CH:3][CH:4]=4)[N:7]=3)[CH2:30][C:25]2=[N:24][N:23]=1)([CH3:21])([CH3:19])[CH3:20] |f:1.2,4.5|. Reported procedure: Add 4-fluorobenzamidoxime (4.61 g, 29.93 mmol) to a 1M solution of potassium t-butoxide (27.6 mL, 27.63 mmol) in tetrahydrofuran. Add methyl 3-tert-butyl-5,6,7,8-tetrahydro[1,2,4]triazolo[4,3-a]pyridine-7-carboxylate (6.07 g, 23.02 mmol) and stir overnight at room temperature. Dissolve the reaction in a 1:1 mixture of 50% saturated aqueous sodium bicarbonate and ethyl acetate. Separate layers and extract the aqueous layer with additional ethyl acetate. Wash the combined organic layers with brine...